Dataset: the Open Reaction Database (ORD), a public repository of structured organic reaction records. Task: describe an organic reaction: reactants, conditions, products, and yield Starting materials: ice, NC1=C(C=CC=C1)C1NC2=CC=C(C=C2CC1(C)C)C(=O)OC (methyl 2-(2-aminophenyl)-3,3-dimethyl-1,2,3,4-tetrahydroquinoline-6-carboxylate), C1(CCC1)C(=O)O (cyclobutanecarboxylic acid), C(C)(C)N(C(C)C)CC (N,N-diisopropylethylamine), P(=O)(Cl)(Cl)Cl (phosphorus oxychloride). Solvent: ClCCl (dichloromethane). Conditions: time 30 minute. The product is C1(CCC1)C(=O)NC1=C(C=CC=C1)C1NC2=CC=C(C=C2CC1(C)C)C(=O)OC (methyl 2-(2-(cyclobutanecarboxamido)phenyl)-3,3-dimethyl-1,2,3,4-tetrahydroquinoline-6-carboxylate). Isolated yield 52.9%. RXN SMILES: [NH2:1][C:2]1[CH:7]=[CH:6][CH:5]=[CH:4][C:3]=1[CH:8]1[C:17]([CH3:19])([CH3:18])[CH2:16][C:15]2[C:10](=[CH:11][CH:12]=[C:13]([C:20]([O:22][CH3:23])=[O:21])[CH:14]=2)[NH:9]1.[CH:24]1([C:28](O)=[O:29])[CH2:27][CH2:26][CH2:25]1.C(N(CC)C(C)C)(C)C.P(Cl)(Cl)(Cl)=O>ClCCl>[CH:24]1([C:28]([NH:1][C:2]2[CH:7]=[CH:6][CH:5]=[CH:4][C:3]=2[CH:8]2[C:17]([CH3:18])([CH3:19])[CH2:16][C:15]3[C:10](=[CH:11][CH:12]=[C:13]([C:20]([O:22][CH3:23])=[O:21])[CH:14]=3)[NH:9]2)=[O:29])[CH2:27][CH2:26][CH2:25]1. Reported procedure: To an ice-cold mixture of methyl 2-(2-aminophenyl)-3,3-dimethyl-1,2,3,4-tetrahydroquinoline-6-carboxylate (80 mg, 0.26 mmol, 1.0 eq.), cyclobutanecarboxylic acid (36 mg, 0.34 mmol, 1.5 eq.), N,N-diisopropylethylamine (63 mg, 0.51 mmol, 2.0 eq.) in dichloromethane (4 mL) was added a solution of phosphorus oxychloride (45 mg, 0.31 mmol, 1.2 eq.). Then the reaction mixture was stirred at room temperature for 30 min. Thin layer chromatography and LC-MS indicated that the starting material was consum... Reaction SMILES: [CH3:1][O:2][C:3]([C@@H:5]1[CH2:9][C@@H:8]([S:10]([C:13]2[CH:18]=[CH:17][CH:16]=[CH:15][CH:14]=2)(=[O:12])=[O:11])[CH2:7][N:6]1[C:19](=O)[CH2:20][C:21](=[O:23])[CH3:22])=[O:4].COC1C=CC(P2(SP(C3C=CC(OC)=CC=3)(=S)S2)=[S:34])=CC=1>>[CH3:1][O:2][C:3]([C@@H:5]1[CH2:9][C@@H:8]([S:10]([C:13]2[CH:18]=[CH:17][CH:16]=[CH:15][CH:14]=2)(=[O:12])=[O:11])[CH2:7][N:6]1[C:19](=[S:34])[CH2:20][C:21](=[O:23])[CH3:22])=[O:4]. Procedure: In analogy to the procedure described in example 192 g, (2S,4R)-4-benzenesulfonyl-1-(3-oxo-butyryl)-pyrrolidine-2-carboxylic acid methyl ester was reacted with Lawesson's reagent to give the title compound as red oil. The reactants are COC(=O)[C@H]1N(C[C@@H](C1)S(=O)(=O)C1=CC=CC=C1)C(CC(C)=O)=O ((2S,4R)-4-benzenesulfonyl-1-(3-oxo-butyryl)-pyrrolidine-2-carboxylic acid methyl ester), COC=1C=CC(=CC1)P2(=S)SP(=S)(S2)C=3C=CC(=CC3)OC (Lawesson's reagent). Yields the product COC(=O)[C@H]1N(C[C@@H](C1)S(=O)(=O)C1=CC=CC=C1)C(CC(C)=O)=S ((2S,4R)-4-Benzenesulfonyl-1-(3-oxo-thiobutyryl)-pyrrolidine-2-carboxylic acid Methyl Ester). Starting materials: C(C)(C)[N-]C(C)C.[Li+] (lithium diisopropylamide), C1(=CC=CC=C1)CCN1C(CCC1)=O (1-(2-phenylethyl)-2-pyrrolidinone), ICC(C)C (1-iodo-2-methylpropane). The solvent is C1CCOC1 (THF). Reaction conditions: temperature -78 celsius, time 40 minute. Yields the product CC(CC1C(N(CC1)CCC1=CC=CC=C1)=O)C (3-(2-Methylpropyl)-1-(2-phenylethyl)-2-pyrrolidinone). The yield is 99.1%. RXN SMILES: [C:1]1([CH2:7][CH2:8][N:9]2[CH2:13][CH2:12][CH2:11][C:10]2=[O:14])[CH:6]=[CH:5][CH:4]=[CH:3][CH:2]=1.C([N-]C(C)C)(C)C.[Li+].I[CH2:24][CH:25]([CH3:27])[CH3:26]>C1COCC1>[CH3:24][CH:25]([CH3:27])[CH2:26][CH:11]1[CH2:12][CH2:13][N:9]([CH2:8][CH2:7][C:1]2[CH:2]=[CH:3][CH:4]=[CH:5][CH:6]=2)[C:10]1=[O:14] |f:1.2|. Procedure details: A solution of 1-(2-phenylethyl)-2-pyrrolidinone (500 mg, 2.64 mmol) and THF (6 mL) is cooled to -78° C. Some precipitation occurred and 2 mL of THF is added. A solution of lithium diisopropylamide (LDA, 1.4 mL, 2.8 mmol, 2.0M in heptane/THF/ethylbenzene) is added and the mixture stirred at -78° C. for 40 minutes, giving a dark brown solution. To this solution is added 1-iodo-2-methylpropane (0.37 mL, 3.2 mmol). The solution is allowed to warm from -78° C. to 5° C. over 2.5 hours. After quenching... Starting materials: CC(=O)Nc1c(I)c(C(=O)[O-])c(I)c(N(C)C(C)=O)c1I, CC(Cl)OC(=O)Oc1ccccc1, [I-], [K+], [K+], CN(C)C=O. The product is CC(=O)Nc1c(I)c(C(=O)OC(C)OC(=O)Oc2ccccc2)c(I)c(N(C)C(C)=O)c1I. RXN SMILES: [C:14]([CH3:15])(=[O:16])[NH:17][c:18]1[c:19]([I:34])[c:20]([N:29]([CH3:30])[C:31]([CH3:32])=[O:33])[c:21]([I:28])[c:22]([C:25](=[O:26])[O-:27])[c:23]1[I:24].[C:1]([O:2][CH:3]([CH3:4])[Cl:5])([O:6][c:7]1[cH:8][cH:9][cH:10][cH:11][cH:12]1)=[O:13].[I-:37].[K+:35].[K+:36].[O:38]=[CH:39][N:40]([CH3:41])[CH3:42]>>[C:1]([O:2][CH:3]([CH3:4])[O:27][C:25]([c:22]1[c:21]([I:28])[c:20]([N:29]([CH3:30])[C:31]([CH3:32])=[O:33])[c:19]([I:34])[c:18]([NH:17][C:14]([CH3:15])=[O:16])[c:23]1[I:24])=[O:26])([O:6][c:7]1[cH:8][cH:9][cH:10][cH:11][cH:12]1)=[O:13]. Starting materials: 4-(1-benzyl)piperidinecarboxaldehyde, [H][H] (hydrogen), O (Water), [Br-].C1OC2=C(C[P+](C3=CC=CC=C3)(C3=CC=CC=C3)C3=CC=CC=C3)C=CC=C2O1 ((2,3-methylenedioxybenzyl)triphenylphosphonium bromide), CC(C)([O-])C.[K+] (potassium tert-butoxide), CN(C=O)C (N,N-dimethylformamide). RXN SMILES: [Br-].[CH2:2]1[O:30][C:29]2[C:4](=[C:5]([CH:26]=[CH:27][CH:28]=2)[CH2:6][P+](C2C=CC=CC=2)(C2C=CC=CC=2)C2C=CC=CC=2)[O:3]1.[CH3:31][C:32]([CH3:35])([O-])[CH3:33].[K+].O.[H][H].[CH3:40][N:41]([CH3:44])[CH:42]=O>C(O)C.[C].[Pd]>[CH2:40]([N:41]1[CH2:44][CH2:33][CH:32]([CH2:35][CH2:6][C:5]2[CH:26]=[CH:27][CH:28]=[C:29]3[O:30][CH2:2][O:3][C:4]=23)[CH2:31][CH2:42]1)[C:4]1[CH:29]=[CH:28][CH:27]=[CH:26][CH:5]=1 |f:0.1,2.3,8.9|. Reported procedure: 20.3 g of 4-(1-benzyl)piperidinecarboxaldehyde and 48.0 g of (2,3-methylenedioxybenzyl)triphenylphosphonium bromide and 12.0 g of potassium tert-butoxide were suspended in 200 ml of N,N-dimethylformamide, and the mixture was stirred at room temperature for one hour. Water was added to the reaction solution, and the mixture was extracted with ethyl acetate. The organic layer was washed with brine and then dried over anhydrous magnesium sulfate. The solvent was evaporated, and the crude product wa... The solvent is C(C)O (ethanol). The reagents and catalysts are [C].[Pd] (palladium-carbon). Reaction conditions: time 1 hour. Product: C(C1=CC=CC=C1)N1CCC(CC1)CCC1=C2C(=CC=C1)OCO2 (1-Benzyl-4-(2,3-methylenedioxyphenethyl)piperidine).